This data is from the Open Reaction Database (ORD), a public repository of structured organic reaction records. The task is: describe an organic reaction: reactants, conditions, products, and yield Reaction SMILES: [CH2:1]([CH3:2])[O:3][C:4](=[O:5])[C:6]1([NH:15][C:16](=[O:17])[c:18]2[c:19]([O:24][CH2:25][CH3:26])[n:20][cH:21][cH:22][cH:23]2)[CH2:7][c:8]2[cH:9][cH:10][cH:11][cH:12][c:13]2[CH2:14]1.[CH2:27]1[O:28][CH2:29][CH2:30][O:31][CH2:32]1.[CH3:33][OH:34].[CH3:36][OH:37].[Cl:38][CH2:39][Cl:40].[OH2:35]>>[O:3]=[C:4]([OH:5])[C:6]1([NH:15][C:16](=[O:17])[c:18]2[c:19]([O:24][CH2:25][CH3:26])[n:20][cH:21][cH:22][cH:23]2)[CH2:7][c:8]2[cH:9][cH:10][cH:11][cH:12][c:13]2[CH2:14]1. The reactants are CCOC(=O)C1(NC(=O)c2cccnc2OCC)Cc2ccccc2C1, C1COCCO1, CO, CO, ClCCl, O. The product is CCOc1ncccc1C(=O)NC1(C(=O)O)Cc2ccccc2C1. Reactants: C(C)(=O)N1[C@H](C[C@H](C2=CC(=CC=C12)C=1C=CC(=NC1)C(=O)N1CCC(CC1)NC(OC(C)(C)C)=O)NC1=NC=C(C=C1)C#N)C (tert-Butyl (1-(5-((2S,4R)-1-acetyl-4-((5-cyanopyridin-2-yl)amino)-2-methyl-1,2,3,4-tetrahydroquinolin-6-yl)picolinoyl)piperidin-4-yl)carbamate), Cl (hydrogen chloride), Intermediate 43, C(=O)(C(F)(F)F)O (TFA). The solvent is C(C)OCC (diethyl ether), C(Cl)Cl (DCM), CO (MeOH). Conditions: time 8 hour. The product is Cl.C(C)(=O)N1[C@H](C[C@H](C2=CC(=CC=C12)C=1C=NC(=CC1)C(=O)N1CCC(CC1)N)NC1=NC=C(C#N)C=C1)C (6-(((2S,4R)-1-acetyl-6-(6-(4-aminopiperidine-1-carbonyl)pyridin-3-yl)-2-methyl-1,2,3,4-tetrahydroquinolin-4-yl)amino)nicotinonitrile, hydrochloride). The yield is 8.6%. RXN SMILES: [C:1]([N:4]1[C:13]2[C:8](=[CH:9][C:10]([C:14]3[CH:15]=[CH:16][C:17]([C:20]([N:22]4[CH2:27][CH2:26][CH:25]([NH:28]C(=O)OC(C)(C)C)[CH2:24][CH2:23]4)=[O:21])=[N:18][CH:19]=3)=[CH:11][CH:12]=2)[C@H:7]([NH:36][C:37]2[CH:42]=[CH:41][C:40]([C:43]#[N:44])=[CH:39][N:38]=2)[CH2:6][C@@H:5]1[CH3:45])(=[O:3])[CH3:2].C(O)(C(F)(F)F)=O.[ClH:53]>C(Cl)Cl.CO.C(OCC)C>[ClH:53].[C:1]([N:4]1[C:13]2[C:8](=[CH:9][C:10]([C:14]3[CH:19]=[N:18][C:17]([C:20]([N:22]4[CH2:27][CH2:26][CH:25]([NH2:28])[CH2:24][CH2:23]4)=[O:21])=[CH:16][CH:15]=3)=[CH:11][CH:12]=2)[C@H:7]([NH:36][C:37]2[CH:42]=[CH:41][C:40]([C:43]#[N:44])=[CH:39][N:38]=2)[CH2:6][C@@H:5]1[CH3:45])(=[O:3])[CH3:2] |f:6.7|. Procedure: tert-Butyl (1-(5-((2S,4R)-1-acetyl-4-((5-cyanopyridin-2-yl)amino)-2-methyl-1,2,3,4-tetrahydroquinolin-6-yl)picolinoyl)piperidin-4-yl)carbamate (for a preparation see Intermediate 43) (0.258 ml, 0.313 mmol) was dissolved in anhydrous DCM (4 ml). TFA (1 ml, 12.98 mmol) was added and the reaction mixture which was stirred under nitrogen at r.t. for 8 h. The reaction mixture was concentrated in vacuo and loaded onto a SCX cartridge (5 g, pre-conditioned with MeOH). The cartridge was washed with MeOH...